Dataset: the Open Reaction Database (ORD), a public repository of structured organic reaction records. Task: describe an organic reaction: reactants, conditions, products, and yield The reactants are C(C1=CC=CC=C1)OC1=CC=C(C=C1)C1=C(OC=C1)C(=O)NN (3-(4-benzyloxyphenyl)-2-furancarboxylic acid hydrazide), C(C)(=O)OCC (ethyl acetate), Example 63, O (Water). Reported procedure: A mixture of 3-(4-benzyloxyphenyl)-2-furancarboxylic acid hydrazide (compound of Reference Example 79, 0.44 g) and the compound of Reference Example 63 (0.50 g) in ethyl acetate (10 ml) was heated at reflux overnight while stirring. Water was added to the reaction solution, and the thus-precipitated crystals were collected by filtration and recrystallized from ethyl acetate, thereby giving 0.29 g of the desired compound. Melting point: 208-209° C. As a reaction SMILES: [CH2:1]([O:8][C:9]1[CH:14]=[CH:13][C:12]([C:15]2[CH:19]=[CH:18][O:17][C:16]=2[C:20]([NH:22][NH2:23])=[O:21])=[CH:11][CH:10]=1)[C:2]1[CH:7]=[CH:6][CH:5]=[CH:4][CH:3]=1.[OH2:24].C([O:28][CH2:29][CH3:30])(=O)C>>[C:20]([C:16]1[CH:15]=[C:12]([CH:11]=[CH:30][C:29]=1[OH:28])[C:13]([NH:23][NH:22][C:20]([C:16]1[O:17][CH:18]=[CH:19][C:15]=1[C:12]1[CH:13]=[CH:14][C:9]([O:8][CH2:1][C:2]2[CH:3]=[CH:4][CH:5]=[CH:6][CH:7]=2)=[CH:10][CH:11]=1)=[O:21])=[O:24])#[N:22]. Yields the product C(#N)C=1C=C(C(=O)NNC(=O)C=2OC=CC2C2=CC=C(C=C2)OCC2=CC=CC=C2)C=CC1O (3-(4-benzyloxyphenyl)-2-furancarboxylic acid 2-(3-cyano-4-hydroxybenzoyl)hydrazide). Yields the product Cc1cc(-c2ccncc2)cc(C)c1Sc1nc(N(C(=O)OC(C)(C)C)c2ccc(C#N)cc2)nc2ccn(C)c12. As a reaction SMILES: [Br:1][c:2]1[cH:3][c:4]([CH3:36])[c:5]([S:9][c:10]2[c:11]3[c:12]([n:13][c:14]([N:16]([C:17]([O:18][C:19]([CH3:20])([CH3:21])[CH3:22])=[O:23])[c:24]4[cH:25][cH:26][c:27]([C:30]#[N:31])[cH:28][cH:29]4)[n:15]2)[cH:32][cH:33][n:34]3[CH3:35])[c:6]([CH3:8])[cH:7]1.[C:51](=[O:52])([O-:53])[O-:54].[CH2:46]1[O:47][CH2:48][CH2:49][CH2:50]1.[CH3:57][CH2:58][O:59][C:60](=[O:61])[CH3:62].[Na+:55].[Na+:56].[cH:63]1[cH:64][cH:65][c:66]([P:67]([Pd:68]([P:69]([c:70]2[cH:71][cH:72][cH:73][cH:74][cH:75]2)([c:76]2[cH:77][cH:78][cH:79][cH:80][cH:81]2)[c:82]2[cH:83][cH:84][cH:85][cH:86][cH:87]2)([P:88]([c:89]2[cH:90][cH:91][cH:92][cH:93][cH:94]2)([c:95]2[cH:96][cH:97][cH:98][cH:99][cH:100]2)[c:101]2[cH:102][cH:103][cH:104][cH:105][cH:106]2)[P:107]([c:108]2[cH:109][cH:110][cH:111][cH:112][cH:113]2)([c:114]2[cH:115][cH:116][cH:117][cH:118][cH:119]2)[c:120]2[cH:121][cH:122][cH:123][cH:124][cH:125]2)([c:126]2[cH:127][cH:128][cH:129][cH:130][cH:131]2)[c:132]2[cH:133][cH:134][cH:135][cH:136][cH:137]2)[cH:138][cH:139]1.[n:37]1[cH:38][cH:39][c:40]([B:43]([OH:44])[OH:45])[cH:41][cH:42]1>>[c:2]1(-[c:40]2[cH:39][cH:38][n:37][cH:42][cH:41]2)[cH:3][c:4]([CH3:36])[c:5]([S:9][c:10]2[c:11]3[c:12]([n:13][c:14]([N:16]([C:17]([O:18][C:19]([CH3:20])([CH3:21])[CH3:22])=[O:23])[c:24]4[cH:25][cH:26][c:27]([C:30]#[N:31])[cH:28][cH:29]4)[n:15]2)[cH:32][cH:33][n:34]3[CH3:35])[c:6]([CH3:8])[cH:7]1. The reactants are Cc1cc(Br)cc(C)c1Sc1nc(N(C(=O)OC(C)(C)C)c2ccc(C#N)cc2)nc2ccn(C)c12, O=C([O-])[O-], C1CCOC1, CCOC(C)=O, [Na+], [Na+], c1ccc(P(c2ccccc2)(c2ccccc2)[Pd](P(c2ccccc2)(c2ccccc2)c2ccccc2)(P(c2ccccc2)(c2ccccc2)c2ccccc2)P(c2ccccc2)(c2ccccc2)c2ccccc2)cc1, OB(O)c1ccncc1. The reactants are [Br-], COC(=O)CCNC1CCN(C(=O)OC(C)(C)C)CC1, C1CCOC1, C[Mg+], CCOCC. Yields the product CC(C)(C)OC(=O)N1CCC(N2CCC2=O)CC1. RXN SMILES: [Br-:21].[C:1]([CH3:2])([CH3:3])([CH3:4])[O:5][C:6](=[O:7])[N:8]1[CH2:9][CH2:10][CH:11]([NH:14][CH2:15][CH2:16][C:17]([O:19][CH3:18])=[O:20])[CH2:12][CH2:13]1.[CH2:29]1[O:30][CH2:31][CH2:32][CH2:33]1.[CH3:22][Mg+:23].[CH3:24][CH2:25][O:26][CH2:27][CH3:28]>>[C:1]([CH3:2])([CH3:3])([CH3:4])[O:5][C:6](=[O:7])[N:8]1[CH2:9][CH2:10][CH:11]([N:14]2[CH2:15][CH2:16][C:17]2=[O:19])[CH2:12][CH2:13]1. Reactants: COC1=C(C=2C=CN(C2C=C1)S(=O)(=O)C1=CC=CC=C1)C=O (5-Methoxy-1-(phenylsulfonyl)-1H-indole-4-carbaldehyde), COC1=C(C=2C=CN(C2C=C1)S(=O)(=O)C1=CC=CC=C1)C=O (5-Methoxy-1-(phenylsulfonyl)-1H-indole-4-carbaldehyde), C(=O)(OC(C)(C)C)N1CCNCC1 (boc-piperazine), C(C)(=O)O (acetic acid), C(C)(=O)O[BH-](OC(C)=O)OC(C)=O.[Na+] (sodium triacetoxyborohydride). The solvent is ClCCl (dichloromethane), C(=O)([O-])[O-].[Na+].[Na+] (Na2CO3), C1CCOC1 (THF). Reaction conditions: time 2 hour. Yields the product COC=1C(=C2C=CN(C2=CC1)S(=O)(=O)C1=CC=CC=C1)CN1CCN(CC1)C(=O)OC(C)(C)C (tert-Butyl 4-{[5-methoxy-1-(phenylsulfonyl)-1H-indol-4-yl]methyl}piperazine-1-carboxylate). As a reaction SMILES: [CH3:1][O:2][C:3]1[CH:11]=[CH:10][C:9]2[N:8]([S:12]([C:15]3[CH:20]=[CH:19][CH:18]=[CH:17][CH:16]=3)(=[O:14])=[O:13])[CH:7]=[CH:6][C:5]=2[C:4]=1[CH:21]=O.[C:23]([N:30]1[CH2:35][CH2:34][NH:33][CH2:32][CH2:31]1)([O:25][C:26]([CH3:29])([CH3:28])[CH3:27])=[O:24].C(O)(=O)C.C(O[BH-](OC(=O)C)OC(=O)C)(=O)C.[Na+]>C1COCC1.ClCCl.C([O-])([O-])=O.[Na+].[Na+]>[CH3:1][O:2][C:3]1[C:4]([CH2:21][N:33]2[CH2:32][CH2:31][N:30]([C:23]([O:25][C:26]([CH3:29])([CH3:28])[CH3:27])=[O:24])[CH2:35][CH2:34]2)=[C:5]2[C:9](=[CH:10][CH:11]=1)[N:8]([S:12]([C:15]1[CH:16]=[CH:17][CH:18]=[CH:19][CH:20]=1)(=[O:14])=[O:13])[CH:7]=[CH:6]2 |f:3.4,7.8.9|. Procedure details: 5-Methoxy-1-(phenylsulfonyl)-1H-indole-4-carbaldehyde (0.10 g, 0.317 mmol, Intermediate 75), boc-piperazine (0.118 g, 0.634 mmol) and acetic acid (0.095 g, 1.58 mmol) were dissolved in THF (5 mL) and sodium triacetoxyborohydride (0.134 g, 0.63 mmol) were added. The mixture was stirred for 2 hours and diluted with dichloromethane and 1N Na2CO3. The mixture was extracted with dichloromethane (2×) and the combined organics were dried (MgSO4) and evaporated. The crude product was ran through a plug ...